This data is from the Open Reaction Database (ORD), a public repository of structured organic reaction records. The task is: describe an organic reaction: reactants, conditions, products, and yield Reactants: CN(C)C=O, CCOC(C)=O, CC1(Cn2cc([N+](=O)[O-])nc2S(=O)(=O)c2ccc([N+](=O)[O-])cc2)CO1, O=C(OCC=Cc1ccc(C(F)(F)F)cc1)N1CCNCC1, O. The product is CC(O)(CN1CCN(C(=O)OCC=Cc2ccc(C(F)(F)F)cc2)CC1)Cn1cc([N+](=O)[O-])nc1S(=O)(=O)c1ccc([N+](=O)[O-])cc1. RXN SMILES: [CH3:1][N:2]([CH3:3])[CH:4]=[O:5].[CH3:54][CH2:55][O:56][C:57](=[O:58])[CH3:59].[CH3:6][C:7]1([CH2:10][n:11]2[c:12]([S:19](=[O:20])(=[O:21])[c:22]3[cH:23][cH:24][c:25]([N+:28](=[O:29])[O-:30])[cH:26][cH:27]3)[n:13][c:14]([N+:16](=[O:17])[O-:18])[cH:15]2)[O:8][CH2:9]1.[N:31]1([C:37](=[O:38])[O:39][CH2:40][CH:41]=[CH:42][c:43]2[cH:44][cH:45][c:46]([C:49]([F:50])([F:51])[F:52])[cH:47][cH:48]2)[CH2:32][CH2:33][NH:34][CH2:35][CH2:36]1.[OH2:53]>>[CH3:6][C:7]([OH:8])([CH2:9][N:34]1[CH2:33][CH2:32][N:31]([C:37](=[O:38])[O:39][CH2:40][CH:41]=[CH:42][c:43]2[cH:44][cH:45][c:46]([C:49]([F:50])([F:51])[F:52])[cH:47][cH:48]2)[CH2:36][CH2:35]1)[CH2:10][n:11]1[c:12]([S:19](=[O:20])(=[O:21])[c:22]2[cH:23][cH:24][c:25]([N+:28](=[O:29])[O-:30])[cH:26][cH:27]2)[n:13][c:14]([N+:16](=[O:17])[O-:18])[cH:15]1. Reactants: ClC1=NC(=CC2=CC=C(C=C12)Cl)N(C)C1=CC=C(C=C1)O (4-[N-(1,7-dichloroisoquinolin-3-yl)-N-methylamino]phenol). The reagents and catalysts are [Zn] (Zinc). Run in C(C)(=O)O (acetic acid), O (water). The product is ClC1=CC=C2C=C(N=CC2=C1)N(C)C1=CC=C(C=C1)O (4-[N-(7-chloroisoquinolin-3-yl)-N-methylamino]phenol). Yield: 39.8%. RXN SMILES: Cl[C:2]1[C:11]2[C:6](=[CH:7][CH:8]=[C:9]([Cl:12])[CH:10]=2)[CH:5]=[C:4]([N:13]([C:15]2[CH:20]=[CH:19][C:18]([OH:21])=[CH:17][CH:16]=2)[CH3:14])[N:3]=1>C(O)(=O)C.O.[Zn]>[Cl:12][C:9]1[CH:10]=[C:11]2[C:6]([CH:5]=[C:4]([N:13]([C:15]3[CH:20]=[CH:19][C:18]([OH:21])=[CH:17][CH:16]=3)[CH3:14])[N:3]=[CH:2]2)=[CH:7][CH:8]=1. Procedure details: Zinc powder (0.63 g) was added portionwise to a solution of 4-[N-(1,7-dichloroisoquinolin-3-yl)-N-methylamino]phenol (2.82 g) in a mixture of acetic acid (135 ml) and water (15 ml). On completion of the addition the mixture was heated under reflux for a period of 1 hour and was then filtered to remove any residual zinc. The solvent was removed by distillation under reduced pressure to give an oil. The oil was purified by chromatography over silica gel (eluant dichloromethane/ethyl acetate; 90:10... Starting materials: O=S1(OC2=C(C=N1)C=C(C=C2)CN(N2C=NC=C2)C2=C(C#N)C=CC=C2)=O ([N-[(2,2-dioxido-1,2,3-benzoxathiazin-6-yl)methyl]-N-(1H-imidazol-1-yl)amino]benzonitrile), [NH4+].[Cl-] (NH4Cl), O (water), [BH4-].[Na+] (NaBH4). Solvent: CO (methanol). Reaction conditions: time 3 hour. Product: O=S1(OC2=C(CN1)C=C(C=C2)CN(N2C=NC=C2)C2=CC=C(C#N)C=C2)=O (4-[N-[(2,2-dioxido-3,4-dihydro-1,2,3-benzoxathiazin-6-yl)methyl]-N-(1H-imidazol-1-yl)amino]benzonitrile). Yield: 82.0%. Reaction SMILES: [O:1]=[S:2]1(=[O:27])[N:7]=[CH:6][C:5]2[CH:8]=[C:9]([CH2:12][N:13](C3C=CC=CC=3C#N)[N:14]3[CH:18]=[CH:17][N:16]=[CH:15]3)[CH:10]=[CH:11][C:4]=2[O:3]1.[BH4-].[Na+].[NH4+:30].[Cl-].O>CO>[O:1]=[S:2]1(=[O:27])[NH:7][CH2:6][C:5]2[CH:8]=[C:9]([CH2:12][N:13]([C:10]3[CH:9]=[CH:8][C:5]([C:6]#[N:30])=[CH:4][CH:11]=3)[N:14]3[CH:18]=[CH:17][N:16]=[CH:15]3)[CH:10]=[CH:11][C:4]=2[O:3]1 |f:1.2,3.4|. Procedure: To a suspension of +[N-[(2,2-dioxido-1,2,3-benzoxathiazin-6-yl)methyl]-N-(1H-imidazol-1-yl)amino]benzonitrile (0.40 g, 1.05 mmol) in methanol (8 ml) was added portionwise NaBH4 (0.08 g, 2.11 mmol) and the reaction mixture was stirred at room temperature for 3 h. After addition of a saturated solution of NH4Cl (3 ml) and water (40 ml), the precipitate obtained was filtered, washed with water and dried to give a white solid. Crystallization from ethyl acetate with ethanol yielded the expected prod...